This data is from the Open Reaction Database (ORD), a public repository of structured organic reaction records. The task is: describe an organic reaction: reactants, conditions, products, and yield Reactants: C1CCOC1, COC(=O)c1cc(S(C)(=O)=O)ccc1OC(C)(C)C, [Li+], [OH-], O, O. Product: CC(C)(C)Oc1ccc(S(C)(=O)=O)cc1C(=O)O. RXN SMILES: [CH2:23]1[O:24][CH2:25][CH2:26][CH2:27]1.[CH3:1][O:2][C:3]([c:4]1[c:5]([O:14][C:15]([CH3:16])([CH3:17])[CH3:18])[cH:6][cH:7][c:8]([S:10](=[O:11])(=[O:12])[CH3:13])[cH:9]1)=[O:19].[Li+:22].[OH-:21].[OH2:20].[OH2:28]>>[O:2]=[C:3]([c:4]1[c:5]([O:14][C:15]([CH3:16])([CH3:17])[CH3:18])[cH:6][cH:7][c:8]([S:10](=[O:11])(=[O:12])[CH3:13])[cH:9]1)[OH:19]. The product is NC1(C2=CC(=CC=C2OCC12CC2)Br)C(CO)(F)F (2-(4-amino-6-bromo-4H-spiro[chromene-3,1′-cyclopropan]-4-yl)-2,2-difluoroethanol). Run in C1CCOC1.CCO (THF EtOH), [Cl-].[Na+].O (brine). Reaction conditions: time 3 hour. The yield is 65.0%. Procedure: Under ice cooling, to a solution of N-[6-bromo-4-(1,1-difluoro-2-hydroxyethyl)-4H-spiro[chromene-3,1′-cyclopropan]-4-yl]-2-methylpropane-2-sulfinamide (4.60 g, 10.5 mmol) in THF-EtOH (50% v/v, 46 mL) was added 4M HCl/dioxane (13.1 mL, 52.5 mmol), and the mixture was stirred for 3 hours at room temperature. Under ice cooling, saturated aqueous NaHCO3, H2O and brine were added to the mixture, and then the mixture was extracted with EtOAc. The organic layer was dried over MgSO4 and concentrated. Th... As a reaction SMILES: [Br:1][C:2]1[CH:3]=[C:4]2[C:11](=[CH:12][CH:13]=1)[O:10][CH2:9][C:6]1([CH2:8][CH2:7]1)[C:5]2([NH:19]S(C(C)(C)C)=O)[C:14]([F:18])([F:17])[CH2:15][OH:16].Cl.O1CCOCC1.C([O-])(O)=O.[Na+].O>C1COCC1.CCO.[Cl-].[Na+].O>[NH2:19][C:5]1([C:14]([F:18])([F:17])[CH2:15][OH:16])[C:6]2([CH2:8][CH2:7]2)[CH2:9][O:10][C:11]2[C:4]1=[CH:3][C:2]([Br:1])=[CH:13][CH:12]=2 |f:1.2,3.4,6.7,8.9.10|. Starting materials: BrC=1C=C2C(C3(CC3)COC2=CC1)(C(CO)(F)F)NS(=O)C(C)(C)C (N-[6-bromo-4-(1,1-difluoro-2-hydroxyethyl)-4H-spiro[chromene-3,1′-cyclopropan]-4-yl]-2-methylpropane-2-sulfinamide), Cl.O1CCOCC1 (HCl dioxane), C(=O)(O)[O-].[Na+] (NaHCO3), O (H2O). Reaction SMILES: [C:1](#[N:2])[c:3]1[cH:4][c:5]([C:18]2=[N:22][CH:21]([C:23](=[O:24])[O:25][CH3:26])[CH2:20][CH2:19]2)[cH:6][cH:7][c:8]1[O:9][CH2:10][c:11]1[c:12]([F:17])[cH:13][cH:14][cH:15][cH:16]1.[CH3:27][CH2:28][O:29][C:30](=[O:31])[CH3:32]>>[C:1](#[N:2])[c:3]1[cH:4][c:5]([CH:18]2[CH2:19][CH2:20][CH:21]([C:23](=[O:24])[O:25][CH3:26])[NH:22]2)[cH:6][cH:7][c:8]1[O:9][CH2:10][c:11]1[c:12]([F:17])[cH:13][cH:14][cH:15][cH:16]1. Product: COC(=O)C1CCC(c2ccc(OCc3ccccc3F)c(C#N)c2)N1. Starting materials: COC(=O)C1CCC(c2ccc(OCc3ccccc3F)c(C#N)c2)=N1, CCOC(C)=O.